Dataset: the Open Reaction Database (ORD), a public repository of structured organic reaction records. Task: describe an organic reaction: reactants, conditions, products, and yield The reactants are O=C1N(CCNC1)C=1C=C2C=CC(=CC2=CC1)C#N (6-(2-Oxopiperazin-1-yl)naphthalene-2-carbonitrile), CC1=C(C=CC=2C(OCC21)=O)[C@H]2OC2 (4-methyl-5-[(2R)-oxiran-2-yl]-2-benzofuran-1(3H)-one). Run in CCO (EtOH). Run at temperature 148 celsius. Product: O[C@@H](CN1CC(N(CC1)C=1C=C2C=CC(=CC2=CC1)C#N)=O)C1=C(C2=C(C(OC2)=O)C=C1)C (6-{4-[(2R)-2-Hydroxy-2-(4-methyl-1-oxo-1,3-dihydro-2-benzofuran-5-yl)ethyl]-2-oxopiperazin-1-yl}naphthalene-2-carbonitrile). Reaction SMILES: [O:1]=[C:2]1[CH2:7][NH:6][CH2:5][CH2:4][N:3]1[C:8]1[CH:9]=[C:10]2[C:15](=[CH:16][CH:17]=1)[CH:14]=[C:13]([C:18]#[N:19])[CH:12]=[CH:11]2.[CH3:20][C:21]1[C:29]2[CH2:28][O:27][C:26](=[O:30])[C:25]=2[CH:24]=[CH:23][C:22]=1[C@@H:31]1[CH2:33][O:32]1>CCO>[OH:32][C@H:31]([C:22]1[CH:23]=[CH:24][C:25]2[C:26](=[O:30])[O:27][CH2:28][C:29]=2[C:21]=1[CH3:20])[CH2:33][N:6]1[CH2:5][CH2:4][N:3]([C:8]2[CH:9]=[C:10]3[C:15](=[CH:16][CH:17]=2)[CH:14]=[C:13]([C:18]#[N:19])[CH:12]=[CH:11]3)[C:2](=[O:1])[CH2:7]1. Procedure: A mixture of 6-(2-Oxopiperazin-1-yl)naphthalene-2-carbonitrile (33 mg, 0.13 mmol) and 4-methyl-5-[(2R)-oxiran-2-yl]-2-benzofuran-1(3H)-one (38 mg, 0.20 mmol) in EtOH (2 mL) in a 5 mL microwave tube was heated to 148° C. for 1.5 hours. LC showed formation of the title product, which was purified by mass-directed reverse phase HPLC (AcCN-Water with 0.1% TFA). LC-MS (IE, m/z): 442 [M+1]+. Starting materials: Cl.ClC1=C(C=CC=C1)NN (2-Chlorophenylhydrazine hydrochloride), C(C)CC(C(=O)[O-])=O (ethylpyruvate), C(C)O (ethanol), polyphosphoric acid, polyphosphoric acid. Reagents/catalysts: S(O)(O)(=O)=O (sulfuric acid). Conditions: time 5 minute. The product is C(C)OC(=O)C=1NC2=C(C=CC=C2C1)Cl (7-Chloro-1H-indole-2-carboxylic acid ethyl ester). As a reaction SMILES: Cl.[Cl:2][C:3]1[CH:8]=[CH:7][CH:6]=[CH:5][C:4]=1[NH:9]N.C([CH2:13][C:14](=O)[C:15]([O-:17])=[O:16])C.[CH2:19](O)[CH3:20]>S(=O)(=O)(O)O>[CH2:19]([O:17][C:15]([C:14]1[NH:9][C:4]2[C:5]([CH:13]=1)=[CH:6][CH:7]=[CH:8][C:3]=2[Cl:2])=[O:16])[CH3:20] |f:0.1|. Procedure details: 2-Chlorophenylhydrazine hydrochloride (0.5 g) in ethanol (25 mL) was treated with ethylpyruvate (0.324 g) and concentrated sulfuric acid (3 drops). The mixture was stirred at ambient temperature for five min and treated with polyphosphoric acid (0.5 g). The mixture was heated at reflux temperature for 24 h whereupon additional polyphosphoric acid (0.5 g) was added and heating continued for a further 48 h. The reaction mixture was cooled to ambient temperature and concentrated under reduced press... Starting materials: N#Cc1ccc(CCN2CCC3(CC2)CO3)cc1, CN(C)C=O, [H-], [Na+], O, Oc1ccc(O)cc1. Product: N#Cc1ccc(CCN2CCC(O)(COc3ccc(O)cc3)CC2)cc1. As a reaction SMILES: [C:16](#[N:17])[c:18]1[cH:19][cH:20][c:21]([CH2:24][CH2:25][N:26]2[CH2:27][CH2:28][C:29]3([O:30][CH2:31]3)[CH2:32][CH2:33]2)[cH:22][cH:23]1.[CH3:3][N:4]([CH3:5])[CH:6]=[O:7].[H-:1].[Na+:2].[OH2:34].[OH:8][c:9]1[cH:10][cH:11][c:12]([OH:13])[cH:14][cH:15]1>>[O:8]([c:9]1[cH:10][cH:11][c:12]([OH:13])[cH:14][cH:15]1)[CH2:31][C:29]1([OH:30])[CH2:28][CH2:27][N:26]([CH2:25][CH2:24][c:21]2[cH:20][cH:19][c:18]([C:16]#[N:17])[cH:23][cH:22]2)[CH2:33][CH2:32]1. Reactants: FC(C(=O)O)(F)F.COC(CCN(C(C)C)C(C1=CC(=CC(=C1)Cl)OCCN(C1=CC=NC=C1)C(=O)OC(C)(C)C)=O)=O (3-({3-[2-(tert-butoxycarbonyl-pyridin-4-yl-amino)-ethoxy]-5-chloro-benzoyl}-isopropyl-amino)-propionic acid methyl ester trifluoroacetate), [OH-].[Na+] (sodium hydroxide), Cl (Hydrochloric acid), resultant solution. The solvent is O1CCOCC1 (dioxan). The yield is 142.4%. Procedure: To a solution of 3-({3-[2-(tert-butoxycarbonyl-pyridin-4-yl-amino)-ethoxy]-5-chloro-benzoyl}-isopropyl-amino)-propionic acid methyl ester trifluoroacetate (0.33 g) in dioxan (3 ml) was added 2M sodium hydroxide 0.95 ml, and the resultant solution was stirred at room temperature for 3 h. 1M Hydrochloric acid (ca. 4 ml) was added and the resultant suspension extracted with ethyl acetate. The combined, dried (MgSO4) extracts were concentrated under reduced pressure to give the title compound (0.201... Yields the product Cl.C(C)(C)(C)OC(=O)N(CCOC=1C=C(C(=O)N(CCC(=O)O)C(C)C)C=C(C1)Cl)C1=CC=NC=C1 (3-({3-[2-(tert-Butoxycarbonyl-pyridin-4-yl-amino)-ethoxy]-5-chloro-benzoyl}-isopropyl-amino)-propionic acid hydrochloride). Reaction SMILES: FC(F)(F)C(O)=O.C[O:9][C:10](=[O:43])[CH2:11][CH2:12][N:13]([C:17](=[O:42])[C:18]1[CH:23]=[C:22]([Cl:24])[CH:21]=[C:20]([O:25][CH2:26][CH2:27][N:28]([C:35]([O:37][C:38]([CH3:41])([CH3:40])[CH3:39])=[O:36])[C:29]2[CH:34]=[CH:33][N:32]=[CH:31][CH:30]=2)[CH:19]=1)[CH:14]([CH3:16])[CH3:15].[OH-].[Na+].Cl>O1CCOCC1>[ClH:24].[C:38]([O:37][C:35]([N:28]([C:29]1[CH:30]=[CH:31][N:32]=[CH:33][CH:34]=1)[CH2:27][CH2:26][O:25][C:20]1[CH:19]=[C:18]([CH:23]=[C:22]([Cl:24])[CH:21]=1)[C:17]([N:13]([CH:14]([CH3:16])[CH3:15])[CH2:12][CH2:11][C:10]([OH:43])=[O:9])=[O:42])=[O:36])([CH3:40])([CH3:41])[CH3:39] |f:0.1,2.3,6.7|. Starting materials: CCN(C(C)C)C(C)C, O=C(Cl)Oc1ccc([N+](=O)[O-])cc1, ClCCl, NCc1cn(-c2ccccc2)c2cc(Cl)ccc2c1=O. Yields the product O=C(NCc1cn(-c2ccccc2)c2cc(Cl)ccc2c1=O)Oc1ccc([N+](=O)[O-])cc1. RXN SMILES: [CH:34]([N:35]([CH2:36][CH3:37])[CH:38]([CH3:39])[CH3:40])([CH3:41])[CH3:42].[Cl:21][C:22](=[O:23])[O:24][c:25]1[cH:26][cH:27][c:28]([N+:31](=[O:32])[O-:33])[cH:29][cH:30]1.[Cl:43][CH2:44][Cl:45].[NH2:1][CH2:2][c:3]1[cH:4][n:5](-[c:15]2[cH:16][cH:17][cH:18][cH:19][cH:20]2)[c:6]2[cH:7][c:8]([Cl:14])[cH:9][cH:10][c:11]2[c:12]1=[O:13]>>[NH:1]([CH2:2][c:3]1[cH:4][n:5](-[c:15]2[cH:16][cH:17][cH:18][cH:19][cH:20]2)[c:6]2[cH:7][c:8]([Cl:14])[cH:9][cH:10][c:11]2[c:12]1=[O:13])[C:22](=[O:23])[O:24][c:25]1[cH:26][cH:27][c:28]([N+:31](=[O:32])[O-:33])[cH:29][cH:30]1. The yield is 19.0%. Starting materials: NCCNC(=O)C1CCN(CC1)C1=C(C=NC=C1Cl)Cl (N-(2-aminoethyl)-1-(3,5-dichloropyridin-4-yl)piperidine-4-carboxamide), COC=1C=CC(=CC1)C=O (anisaldehyde), C(#N)[BH3-].[Na+] (sodium cyanoborohydride). RXN SMILES: [NH2:1][CH2:2][CH2:3][NH:4][C:5]([CH:7]1[CH2:12][CH2:11][N:10]([C:13]2[C:18]([Cl:19])=[CH:17][N:16]=[CH:15][C:14]=2[Cl:20])[CH2:9][CH2:8]1)=[O:6].[CH3:21][O:22][C:23]1[CH:24]=[CH:25][C:26]([CH:29]=O)=[CH:27][CH:28]=1.C([BH3-])#N.[Na+]>CO>[Cl:19][C:18]1[CH:17]=[N:16][CH:15]=[C:14]([Cl:20])[C:13]=1[N:10]1[CH2:9][CH2:8][CH:7]([C:5]([NH:4][CH2:3][CH2:2][NH:1][CH2:29][C:26]2[CH:25]=[CH:24][C:23]([O:22][CH3:21])=[CH:28][CH:27]=2)=[O:6])[CH2:12][CH2:11]1 |f:2.3|. Procedure: To a solution of N-(2-aminoethyl)-1-(3,5-dichloropyridin-4-yl)piperidine-4-carboxamide E13 (50 mg, 0.16 mmol) in MeOH (5 mL) was added anisaldehyde (19 μL, 0.16 mmol). After stirring for 2 h, sodium cyanoborohydride (20 mg, 0.32 mmol) was added and the mixture was stirred for a further 20 h. The solvent was removed under reduced pressure, the residue was dissolved in EtOAc (20 mL), washed with a saturated solution of sodium hydrogencarbonate (25 mL), brine (25 mL), dried (MgSO4) and the solvent ... Yields the product ClC=1C=NC=C(C1N1CCC(CC1)C(=O)NCCNCC1=CC=C(C=C1)OC)Cl (1-(3,5-dichloropyridin-4-yl)-N-(2-(4-methoxybenzylamino)ethyl)piperidine-4-carboxamide). Run in CO (MeOH). Reaction conditions: time 2 hour. Reactants: CS(=O)(=O)Cl (methanesulfonyl chloride), FC=1C=C(C2=C(C(C=C(O2)C2=CC(=C(C=C2)NC(C(C)(C)C)=O)F)=O)C1NCCCO)F (6,8-difluoro-2-(3-fluoro-4-pivaloylaminophenyl)-5-(3-hydroxypropylamino)-4H-1-benzopyran-4-one), O (Water). Solvent: N1=CC=CC=C1 (pyridine). Conditions: time 50 minute. Yields the product FC=1C=C(C2=C(C(C=C(O2)C2=CC(=C(C=C2)NC(C(C)(C)C)=O)F)=O)C1NCCCOS(=O)(=O)C)F (6,8-difluoro-2-(3-fluoro-4-pivaloylaminophenyl)-5-(3-methanesulfonyloxypropylamino)-4H-1-benzopyran-4-one). Yield: 98.8%. RXN SMILES: [F:1][C:2]1[CH:3]=[C:4]([F:32])[C:5]2[O:10][C:9]([C:11]3[CH:16]=[CH:15][C:14]([NH:17][C:18](=[O:23])[C:19]([CH3:22])([CH3:21])[CH3:20])=[C:13]([F:24])[CH:12]=3)=[CH:8][C:7](=[O:25])[C:6]=2[C:26]=1[NH:27][CH2:28][CH2:29][CH2:30][OH:31].[CH3:33][S:34](Cl)(=[O:36])=[O:35].O>N1C=CC=CC=1>[F:1][C:2]1[CH:3]=[C:4]([F:32])[C:5]2[O:10][C:9]([C:11]3[CH:16]=[CH:15][C:14]([NH:17][C:18](=[O:23])[C:19]([CH3:22])([CH3:21])[CH3:20])=[C:13]([F:24])[CH:12]=3)=[CH:8][C:7](=[O:25])[C:6]=2[C:26]=1[NH:27][CH2:28][CH2:29][CH2:30][O:31][S:34]([CH3:33])(=[O:36])=[O:35]. Reported procedure: 2.98 g (6.65 mmol) of the above 6,8-difluoro-2-(3-fluoro-4-pivaloylaminophenyl)-5-(3-hydroxypropylamino)-4H-1-benzopyran-4-one was dissolved in 100 mL of pyridine, 1.1 mL (14 mmol) of methanesulfonyl chloride was added under ice-cooling and the mixture was stirred for 50 minutes. Water was added to the reaction solution and the precipitated crystals were collected by filtration to give 3.46 g of 6,8-difluoro-2-(3-fluoro-4-pivaloylaminophenyl)-5-(3-methanesulfonyloxypropylamino)-4H-1-benzopyran-4... RXN SMILES: [F:1][C:2]1[CH:7]=[CH:6][C:5]([CH3:8])=[CH:4][C:3]=1[CH:9]([O:13][CH3:14])[C:10]([OH:12])=O.[NH2:15][CH2:16][C:17]1[CH:24]=[CH:23][C:20]([C:21]#[N:22])=[CH:19][CH:18]=1>>[C:16]([C:17]1[CH:24]=[CH:23][C:20]([CH2:21][NH:22][C:10](=[O:12])[CH:9]([C:3]2[CH:4]=[C:5]([CH3:8])[CH:6]=[CH:7][C:2]=2[F:1])[O:13][CH3:14])=[CH:19][CH:18]=1)#[N:15]. Reported procedure: (RS)-(2-Fluoro-5-methyl-phenyl)-methoxy-acetic acid was reacted with 4-aminomethyl benzonitrile according to general procedure C to give (RS)-N-(4-cyano-benzyl)-2-(2-fluoro-5-methyl-phenyl)-2-methoxy-acetamide. Colorless amorphous solid. MS 313.2 ([M+H]+) Product: C(#N)C1=CC=C(CNC(C(OC)C2=C(C=CC(=C2)C)F)=O)C=C1 ((RS)-N-(4-cyano-benzyl)-2-(2-fluoro-5-methyl-phenyl)-2-methoxy-acetamide). Reactants: FC1=C(C=C(C=C1)C)C(C(=O)O)OC ((RS)-(2-Fluoro-5-methyl-phenyl)-methoxy-acetic acid), NCC1=CC=C(C#N)C=C1 (4-aminomethyl benzonitrile). The reactants are O (water), BrC=1C=CC2=C(SC(=C2C2=CC=C(C=C2)C)C2=CC=C(C=C2)C)C1 (6-bromo-2,3-di-p-tolyl-benzo[b]thiophene), C(C)(C)OB1OC(C(O1)(C)C)(C)C (2-isopropoxy-4,4,5,5-tetramethyl-1,3,2-dioxaborolane), [Li]CCCC (n-BuLi). The solvent is C1CCOC1 (THF). Reaction conditions: temperature -78 celsius, time 2 hour. Yields the product C1(=CC=C(C=C1)C1=C(C2=C(S1)C=C(C=C2)B2OC(C(O2)(C)C)(C)C)C2=CC=C(C=C2)C)C (2-(2,3-di-p-tolyl-benzo[b]thiophen-6-yl)-4,4,5,5-tetramethyl-[1,3,2]dioxaborolane). The yield is 85.5%. RXN SMILES: Br[C:2]1[CH:3]=[CH:4][C:5]2[C:9]([C:10]3[CH:15]=[CH:14][C:13]([CH3:16])=[CH:12][CH:11]=3)=[C:8]([C:17]3[CH:22]=[CH:21][C:20]([CH3:23])=[CH:19][CH:18]=3)[S:7][C:6]=2[CH:24]=1.[Li]CCCC.C(O[B:34]1[O:38][C:37]([CH3:40])([CH3:39])[C:36]([CH3:42])([CH3:41])[O:35]1)(C)C.O>C1COCC1>[C:20]1([CH3:23])[CH:21]=[CH:22][C:17]([C:8]2[S:7][C:6]3[CH:5]=[C:4]([B:34]4[O:38][C:37]([CH3:40])([CH3:39])[C:36]([CH3:42])([CH3:41])[O:35]4)[CH:3]=[CH:2][C:24]=3[C:9]=2[C:10]2[CH:11]=[CH:12][C:13]([CH3:16])=[CH:14][CH:15]=2)=[CH:18][CH:19]=1. Procedure details: Under argon atmosphere, in a 500 ml round-bottomed flask, 5 g (12.75 mmol) of 6-bromo-2,3-di-p-tolyl-benzo[b]thiophene was dissolved in 150 ml of THF, and 6.12 ml (15.31 mmol) of n-BuLi 2.5M (hexane) was added thereto at −78° C. The resulting solution was stirred at −78° C. for 2 hours. Then 3.4 ml (16.58 mmol) of 2-isopropoxy-4,4,5,5-tetramethyl-1,3,2-dioxaborolane was added thereto and stirred at room temperature for one hour. The reaction was ended by adding 50 ml of water. Then an organic la...